From a dataset of the Open Reaction Database (ORD), a public repository of structured organic reaction records. describe an organic reaction: reactants, conditions, products, and yield Reactants: C=1(O)C(O)=CC=CC1 (catechol), ClCCO (2-chloroethanol). The product is OCCOC1=C(C=CC=C1)O (2-(2-hydroxyethoxy)phenol). Reaction SMILES: [C:1]1([C:3](=[CH:5][CH:6]=[CH:7][CH:8]=1)[OH:4])[OH:2].Cl[CH2:10][CH2:11][OH:12]>>[OH:12][CH2:11][CH2:10][O:2][C:1]1[CH:8]=[CH:7][CH:6]=[CH:5][C:3]=1[OH:4]. Reported procedure: reaction of catechol with 2-chloroethanol to obtain 2-(2-hydroxyethoxy)phenol of formula: ##STR14## b) reaction of the 2-(2-hydroxyethoxy)phenol obtained in a) with 1,2-dibromoethane to obtain 1,2-bis[2-(2-hydroxyethoxy)phenoxy]ethane and As a reaction SMILES: [Br:4][c:5]1[c:6]([Cl:26])[cH:7][c:8]([F:25])[c:9]([S:11](=[O:12])(=[O:13])[N:14]2[c:15]3[c:16]([cH:21][cH:22][cH:23][cH:24]3)[CH2:17][CH2:18][CH2:19][CH2:20]2)[cH:10]1.[CH3:27][O-:28].[CH3:31][OH:32].[Cl:1][CH2:2][Cl:3].[ClH:30].[Na+:29].[OH2:33]>>[Br:4][c:5]1[c:6]([Cl:26])[cH:7][c:8]([O:28][CH3:27])[c:9]([S:11](=[O:12])(=[O:13])[N:14]2[c:15]3[c:16]([cH:21][cH:22][cH:23][cH:24]3)[CH2:17][CH2:18][CH2:19][CH2:20]2)[cH:10]1. The product is COc1cc(Cl)c(Br)cc1S(=O)(=O)N1CCCCc2ccccc21. The reactants are O=S(=O)(c1cc(Br)c(Cl)cc1F)N1CCCCc2ccccc21, C[O-], CO, ClCCl, Cl, [Na+], O. Reactants: [OH-].[Na+] (sodium hydroxide), ClC1=CC=C(C=C1)NC1C(CCC1)COC1=CC=C(C(=O)OC)C=C1 (Methyl 4-[2-[N-(4-chlorophenyl)amino]cyclopentan-1-ylmethoxy]benzoate), Cl (hydrochloric acid). The solvent is O (water), CO (methanol). Conditions: temperature 60 celsius, time 14 hour. Yields the product ClC1=CC=C(C=C1)NC1C(CCC1)COC1=CC=C(C(=O)O)C=C1 (4-[2-[N-(4-Chlorophenyl)amino]cyclopentan-1-ylmethoxy]benzoic acid). Isolated yield 69.6%. Reaction SMILES: [Cl:1][C:2]1[CH:7]=[CH:6][C:5]([NH:8][CH:9]2[CH2:13][CH2:12][CH2:11][CH:10]2[CH2:14][O:15][C:16]2[CH:25]=[CH:24][C:19]([C:20]([O:22]C)=[O:21])=[CH:18][CH:17]=2)=[CH:4][CH:3]=1.[OH-].[Na+].Cl>CO.O>[Cl:1][C:2]1[CH:3]=[CH:4][C:5]([NH:8][CH:9]2[CH2:13][CH2:12][CH2:11][CH:10]2[CH2:14][O:15][C:16]2[CH:17]=[CH:18][C:19]([C:20]([OH:22])=[O:21])=[CH:24][CH:25]=2)=[CH:6][CH:7]=1 |f:1.2|. Reported procedure: Methyl 4-[2-[N-(4-chlorophenyl)amino]cyclopentan-1-ylmethoxy]benzoate (2.57 g) was dissolved in methanol (40 ml) and thereto was added a solution of sodium hydroxide (0.86 g) in water (8 ml), and the mixture was heated with stirring at 60° C. for 14 hours. The reaction mixture was cooled and thereto was added conc. hydrochloric acid (1.87 ml), then, the mixture was concentrated under reduced pressure. The residue was washed with water and about 50 % aqueous methanol was added thereto, and the mi... The reactants are CC(=O)[O-], CC(=O)[O-], CC(=O)O, CC(=O)O, O=C(O)O, CCC1C=C(C)CC(C)CC(OC)C2OC(O)(C(=O)C(=O)N3CCCCC3C(=O)OC(C(C)=CC3CCC(O)C(O)C3)C(C)C(O)CC1=O)C(C)CC2OC, CC(=O)O, ClCCl, [Cu+2], [Na+], O=C([O-])O, c1ccc([Bi](c2ccccc2)c2ccccc2)cc1, c1ccc([Bi](c2ccccc2)c2ccccc2)cc1. Product: CCC1C=C(C)CC(C)CC(OC)C2OC(O)(C(=O)C(=O)N3CCCCC3C(=O)OC(C(C)=CC3CCC(Oc4ccccc4)C(O)C3)C(C)C(O)CC1=O)C(C)CC2OC. RXN SMILES: [C:118]([O-:119])(=[O:120])[CH3:121].[C:123]([O-:124])(=[O:125])[CH3:126].[C:56]([OH:57])(=[O:58])[CH3:59].[C:60]([OH:61])(=[O:62])[CH3:63].[C:87](=[O:88])([OH:89])[OH:90].[CH2:1]([CH3:2])[CH:3]1[C:4](=[O:55])[CH2:5][CH:6]([OH:54])[CH:7]([CH3:53])[CH:8]([C:42](=[CH:43][CH:44]2[CH2:45][CH:46]([OH:51])[CH:47]([OH:50])[CH2:48][CH2:49]2)[CH3:52])[O:9][C:10](=[O:41])[CH:11]2[CH2:12][CH2:13][CH2:14][CH2:15][N:16]2[C:17](=[O:40])[C:18](=[O:39])[C:19]2([OH:38])[CH:20]([CH3:37])[CH2:21][CH:22]([O:35][CH3:36])[CH:23]([CH:24]([O:32][CH3:33])[CH2:25][CH:26]([CH3:31])[CH2:27][C:28]([CH3:30])=[CH:29]1)[O:34]2.[CH3:83][C:84](=[O:85])[OH:86].[Cl:110][CH2:111][Cl:112].[Cu+2:122].[Na+:117].[O-:113][C:114]([OH:115])=[O:116].[c:64]1([Bi:70]([c:71]2[cH:72][cH:73][cH:74][cH:75][cH:76]2)[c:77]2[cH:78][cH:79][cH:80][cH:81][cH:82]2)[cH:65][cH:66][cH:67][cH:68][cH:69]1.[c:91]1([Bi:92]([c:93]2[cH:94][cH:95][cH:96][cH:97][cH:98]2)[c:99]2[cH:100][cH:101][cH:102][cH:103][cH:104]2)[cH:105][cH:106][cH:107][cH:108][cH:109]1>>[CH2:1]([CH3:2])[CH:3]1[C:4](=[O:55])[CH2:5][CH:6]([OH:54])[CH:7]([CH3:53])[CH:8]([C:42](=[CH:43][CH:44]2[CH2:45][CH:46]([OH:51])[CH:47]([O:50][c:64]3[cH:65][cH:66][cH:67][cH:68][cH:69]3)[CH2:48][CH2:49]2)[CH3:52])[O:9][C:10](=[O:41])[CH:11]2[CH2:12][CH2:13][CH2:14][CH2:15][N:16]2[C:17](=[O:40])[C:18](=[O:39])[C:19]2([OH:38])[CH:20]([CH3:37])[CH2:21][CH:22]([O:35][CH3:36])[CH:23]([CH:24]([O:32][CH3:33])[CH2:25][CH:26]([CH3:31])[CH2:27][C:28]([CH3:30])=[CH:29]1)[O:34]2. The reactants are S(O)(O)(=O)=O (sulfuric acid), FC1=C(C=CC=C1F)[C@@H]1CC[C@H](C=2N(C1)C(=CN2)C(C)(C)OC)NC(OC(C)(C)C)=O (tert-butyl [(6S,9R)-6-(2,3-difluorophenyl)-3-(1-methoxy-1-methylethyl)-6,7,8,9-tetrahydro-5H-imidazo[1,2-a]azepin-9-yl]carbamate). Run in O (H2O). Conditions: temperature 60 celsius, time 2.5 hour. The product is N[C@H]1C=2N(C[C@@H](CC1)C1=C(C(=CC=C1)F)F)C(=CN2)C(C)(C)O (2-[(6S,9R)-9-Amino-6-(2,3-difluorophenyl)-6,7,8,9-tetrahydro-5H-imidazo[1,2-a]azepin-3-yl]propan-2-ol). RXN SMILES: S(=O)(=O)(O)O.[F:6][C:7]1[C:12]([F:13])=[CH:11][CH:10]=[CH:9][C:8]=1[C@H:14]1[CH2:20][N:19]2[C:21]([C:24]([O:27]C)([CH3:26])[CH3:25])=[CH:22][N:23]=[C:18]2[C@H:17]([NH:29]C(=O)OC(C)(C)C)[CH2:16][CH2:15]1>O>[NH2:29][C@@H:17]1[CH2:16][CH2:15][C@@H:14]([C:8]2[CH:9]=[CH:10][CH:11]=[C:12]([F:13])[C:7]=2[F:6])[CH2:20][N:19]2[C:21]([C:24]([OH:27])([CH3:25])[CH3:26])=[CH:22][N:23]=[C:18]12. Procedure: Concentrated sulfuric acid (0.335 mL, 5.70 mmol) was added to a solution of tert-butyl [(6S,9R)-6-(2,3-difluorophenyl)-3-(1-methoxy-1-methylethyl)-6,7,8,9-tetrahydro-5H-imidazo[1,2-a]azepin-9-yl]carbamate (310 mg, 0.712 mmol) in H2O (2 mL) and the mixture heated to 60° C. After 2.5 h, the reaction mixture was quenched with saturated aqueous NaHCO3. The mixture was extracted with CH2Cl2 (3×), and the combined organic extracts were washed with water, saturated brine, dried over Na2SO4, filtered an... Starting materials: OC1CC(C1)(C#N)C1=NC=CC=C1 (3-hydroxy-1-(pyridin-2-yl)cyclobutanecarbonitrile), N1=CC=CC=C1 (pyridine), CS(=O)(=O)Cl (methane sulfonyl chloride). The solvent is C(Cl)Cl (DCM). Reaction conditions: time 25 hour. The product is CS(=O)(=O)OC1CC(C1)(C1=NC=CC=C1)C#N (3-Cyano-3-(pyridin-2-yl)cyclobutyl methanesulfonate). RXN SMILES: [OH:1][CH:2]1[CH2:5][C:4]([C:8]2[CH:13]=[CH:12][CH:11]=[CH:10][N:9]=2)([C:6]#[N:7])[CH2:3]1.N1C=CC=CC=1.[CH3:20][S:21](Cl)(=[O:23])=[O:22]>C(Cl)Cl>[CH3:20][S:21]([O:1][CH:2]1[CH2:5][C:4]([C:6]#[N:7])([C:8]2[CH:13]=[CH:12][CH:11]=[CH:10][N:9]=2)[CH2:3]1)(=[O:23])=[O:22]. Reported procedure: To a solution of 3-hydroxy-1-(pyridin-2-yl)cyclobutanecarbonitrile (WO 2007/060484)(10.996 g, 63.1 mmol) in dry DCM (100 mL) and pyridine (20.59 mL, 252 mmol), was added (with stirring and cooling in an ice water bath) methane sulfonyl chloride (4.88 mL, 63.1 mmol). The mixture was stirred at RT for 25 hours. The solvent was removed at reduced pressure, and the residue was partitioned between EtOAc and aqueous NaHCO3. The organic phase was washed with aqueous NaHCO3 and was concentrated at reduc... The reactants are Cl (HCl), N1CCCCC1 (Piperidine), COC1=C(C=C(C=O)C=C1)OCCC#CCC (4-methoxy-3-(hex-3-ynyloxy)benzaldehyde), C(=O)(O)CC(=O)NC1=C(C(=O)O)C=CC=C1 (2-[(carboxyacetyl)amino]benzoic acid). Run in C1(=CC=CC=C1)C (toluene). The product is C(CC#CCC)OC=1C=C(C=CC1OC)/C=C/C(=O)NC1=C(C(=O)O)C=CC=C1 ((E)-2-[[3-(3-(hex-3-ynyloxy)-4-methoxyphenyl)-1-oxo-2-propenyl]amino]benzoic acid). The yield is 73.7%. As a reaction SMILES: N1CCCCC1.[CH3:7][O:8][C:9]1[CH:16]=[CH:15][C:12]([CH:13]=O)=[CH:11][C:10]=1[O:17][CH2:18][CH2:19][C:20]#[C:21][CH2:22][CH3:23].C([CH2:27][C:28]([NH:30][C:31]1[CH:39]=[CH:38][CH:37]=[CH:36][C:32]=1[C:33]([OH:35])=[O:34])=[O:29])(O)=O.Cl>C1(C)C=CC=CC=1>[CH2:18]([O:17][C:10]1[CH:11]=[C:12](/[CH:13]=[CH:27]/[C:28]([NH:30][C:31]2[CH:39]=[CH:38][CH:37]=[CH:36][C:32]=2[C:33]([OH:35])=[O:34])=[O:29])[CH:15]=[CH:16][C:9]=1[O:8][CH3:7])[CH2:19][C:20]#[C:21][CH2:22][CH3:23]. Procedure: Piperidine (0.21 mL, 2.2 mmol) was added to a suspension of 4-methoxy-3-(hex-3-ynyloxy)benzaldehyde (0.50 g, 2.2 mmol) and 2-[(carboxyacetyl)amino]benzoic acid (0.44 g, 2.0 mmol) in toluene (5 mL) and treated according to Procedure 2, acidifying with 1 M HCl. The crude product was recrystallised from EtOH providing (E)-2-[[3-(3-(hex-3-ynyloxy)-4-methoxyphenyl)-1-oxo-2-propenyl]amino]benzoic acid (0.58 g, 75%) as a yellow crystalline solid; mp 163-165° C.; δH (400 MHz, DMSO-d6) 1.05 (t, J=7.6 Hz,...